From a dataset of the Open Reaction Database (ORD), a public repository of structured organic reaction records. describe an organic reaction: reactants, conditions, products, and yield The reactants are Cl[GeH](Cl)Cl (trichlorogermane), C(C=CC1=CC=CC=C1)(=O)OCC (ethyl cinnamate). Reaction conditions: time 2 hour. Product: Cl[Ge](C(CC(=O)OCC)C1=CC=CC=C1)(Cl)Cl (ethyl β-(trichlorogermyl)hydrocinnamate). Yield: 78.7%. Reaction SMILES: [Cl:1][GeH:2]([Cl:4])[Cl:3].[C:5]([O:15][CH2:16][CH3:17])(=[O:14])[CH:6]=[CH:7][C:8]1[CH:13]=[CH:12][CH:11]=[CH:10][CH:9]=1>>[Cl:1][Ge:2]([Cl:4])([Cl:3])[CH:7]([C:8]1[CH:9]=[CH:10][CH:11]=[CH:12][CH:13]=1)[CH2:6][C:5]([O:15][CH2:16][CH3:17])=[O:14]. Reported procedure: A mixture of 36 g (0.2 mol) of trichlorogermane and 35.2 g (0.2 mol) of ethyl cinnamate was stirred for 2 hours, and then the reaction product was distilled under vacuum to afford 56 g of a fraction, b.p. 169°-170° C./4 mmHg. Yield 78.7%. Reactants: COC1=C(C=O)C=C(C=C1OC)C1=CC=CC=C1 (2,3-Dimethoxy-5-phenylbenzaldehyde), Br (hydrobromic acid). The solvent is C(C)(=O)O (acetic acid). The product is OC1=C(C=O)C=C(C=C1O)C1=CC=CC=C1 (2,3-Dihydroxy-5-phenylbenzaldehyde). The yield is 52.1%. RXN SMILES: C[O:2][C:3]1[C:10]([O:11]C)=[CH:9][C:8]([C:13]2[CH:18]=[CH:17][CH:16]=[CH:15][CH:14]=2)=[CH:7][C:4]=1[CH:5]=[O:6].Br>C(O)(=O)C>[OH:2][C:3]1[C:10]([OH:11])=[CH:9][C:8]([C:13]2[CH:14]=[CH:15][CH:16]=[CH:17][CH:18]=2)=[CH:7][C:4]=1[CH:5]=[O:6]. Procedure: A mixture of 21 (0.63 g; 2.6 mmol), 48% aqueous hydrobromic acid (15 mL) and acetic acid (12 mL) was stirred under nitrogen at reflux overnight. The suspension was decanted from dark solid and evaporated. The residue was taken up in boiling dichloromethane (three lots of 50 mL), filtered hot and evaporated giving 22 as pale brown solid (0.290 g): The reactants are Ic1ccncc1, c1ccc2[nH]ccc2c1. Product: c1ccc2c(c1)ccn2-c1ccncc1. Reaction SMILES: [I:10][c:11]1[cH:12][cH:13][n:14][cH:15][cH:16]1.[cH:1]1[cH:2][cH:3][c:4]2[nH:5][cH:6][cH:7][c:8]2[cH:9]1>>[cH:1]1[cH:2][cH:3][c:4]2[n:5](-[c:11]3[cH:12][cH:13][n:14][cH:15][cH:16]3)[cH:6][cH:7][c:8]2[cH:9]1. Starting materials: BrC=1C=CC(=NC1)C(C)O (rac-1-(5-bromopyridin-2-yl)ethanol), C1(=CC=CC=C1)C#C (phenylacetylene). The product is C1(=CC=CC=C1)C#CC=1C=CC(=NC1)C(C)O (rac-1-(5-Phenylethynyl-pyridin-2-yl)-ethanol). RXN SMILES: Br[C:2]1[CH:3]=[CH:4][C:5]([CH:8]([OH:10])[CH3:9])=[N:6][CH:7]=1.[C:11]1([C:17]#[CH:18])[CH:16]=[CH:15][CH:14]=[CH:13][CH:12]=1>>[C:11]1([C:17]#[C:18][C:2]2[CH:3]=[CH:4][C:5]([CH:8]([OH:10])[CH3:9])=[N:6][CH:7]=2)[CH:16]=[CH:15][CH:14]=[CH:13][CH:12]=1. Procedure details: The title compound, brown solid, MS: m/e=224.2 (M+H+), can be prepared in accordance with the general method of example 31, step 1 from rac-1-(5-bromopyridin-2-yl)ethanol and phenylacetylene. The reactants are P(=O)([O-])([O-])[O-].[K+].[K+].[K+] (potassium phosphate), NC1=N[C@]2(C3=CC(=CC=C3OC=3C(=CC(=CC23)Br)F)O)COC1 ((S)-5-amino-2′-bromo-4′-fluoro-2,6-dihydrospiro[[1,4]oxazine-3,9′-xanthen]-7′-ol), O1CCC(=CC1)B1OC(C(O1)(C)C)(C)C (2-(3,6-dihydro-2H-pyran-4-yl)-4,4,5,5-tetramethyl-1,3,2-dioxaborolane). Reagents/catalysts: CC(C)(C)P(C1=CC=C(C=C1)N(C)C)C(C)(C)C.CC(C)(C)P(C1=CC=C(C=C1)N(C)C)C(C)(C)C.Cl[Pd]Cl (PdCl2(AmPhos)2). The solvent is O1CCOCC1 (dioxane), O (water). Run at temperature 120 celsius. The product is NC1=N[C@]2(C3=CC(=CC=C3OC=3C(=CC(=CC23)C=2CCOCC2)F)O)COC1 ((S)-5-amino-2′-(3,6-dihydro-2H-pyran-4-yl)-4′-fluoro-2,6-dihydrospiro[[1,4]oxazine-3,9′-xanthen]-7′-ol). RXN SMILES: P([O-])([O-])([O-])=O.[K+].[K+].[K+].[NH2:9][C:10]1[CH2:31][O:30][CH2:29][C@:12]2([C:25]3[CH:24]=[C:23](Br)[CH:22]=[C:21]([F:27])[C:20]=3[O:19][C:18]3[C:13]2=[CH:14][C:15]([OH:28])=[CH:16][CH:17]=3)[N:11]=1.[O:32]1[CH2:37][CH:36]=[C:35](B2OC(C)(C)C(C)(C)O2)[CH2:34][CH2:33]1>O1CCOCC1.O.CC(P(C(C)(C)C)C1C=CC(N(C)C)=CC=1)(C)C.CC(P(C(C)(C)C)C1C=CC(N(C)C)=CC=1)(C)C.Cl[Pd]Cl>[NH2:9][C:10]1[CH2:31][O:30][CH2:29][C@:12]2([C:25]3[CH:24]=[C:23]([C:35]4[CH2:36][CH2:37][O:32][CH2:33][CH:34]=4)[CH:22]=[C:21]([F:27])[C:20]=3[O:19][C:18]3[C:13]2=[CH:14][C:15]([OH:28])=[CH:16][CH:17]=3)[N:11]=1 |f:0.1.2.3,8.9.10|. Procedure details: In a microwave vial, potassium phosphate (0.307 g, 1.448 mmol), PdCl2(AmPhos)2 (0.026 g, 0.036 mmol), (S)-5-amino-2′-bromo-4′-fluoro-2,6-dihydrospiro[[1,4]oxazine-3,9′-xanthen]-7′-ol (0.183 g, 0.483 mmol), and 2-(3,6-dihydro-2H-pyran-4-yl)-4,4,5,5-tetramethyl-1,3,2-dioxaborolane (0.147 g, 0.700 mmol) were suspended in dioxane (4 mL) and water (1.6 mL). Argon was blown through the vessel, which was sealed and heated by microwave at 120° C. for 30 min. The reaction was concentrated, and the residu... Reactants: NC=1C(=CC=C2C=CN=CC12)C(F)(F)F (8-Amino-7-trifluoromethylisoquinoline), Cl (hydrochloric acid), cuprous chloride, Cl (hydrochloric acid), N(=O)[O-].[Na+] (sodium nitrite), [OH-].[Na+] (sodium hydroxide). Run in O (water), O (water). Run at time 8 hour. Yields the product ClC=1C(=CC=C2C=CN=CC12)C(F)(F)F (8-chloro-7-trifluoromethylisoquinoline). Reaction SMILES: N[C:2]1[C:3]([C:12]([F:15])([F:14])[F:13])=[CH:4][CH:5]=[C:6]2[C:11]=1[CH:10]=[N:9][CH:8]=[CH:7]2.[ClH:16].N([O-])=O.[Na+].[OH-].[Na+]>O>[Cl:16][C:2]1[C:3]([C:12]([F:15])([F:14])[F:13])=[CH:4][CH:5]=[C:6]2[C:11]=1[CH:10]=[N:9][CH:8]=[CH:7]2 |f:2.3,4.5|. Procedure: 8-Amino-7-trifluoromethylisoquinoline (0.7 g.) in 2 ml. of concentrated hydrochloric acid and 10 ml. of water is diazotized at 0° C. with 0.25 g. of sodium nitrite in 5 ml. of water. The resulting solution is added to a solution of 2 g. of cuprous chloride in 20 ml. of concentrated hydrochloric acid previously warmed to 70° C. After standing overnight, the reaction mixture is basified with 10% aqueous sodium hydroxide solution and extracted with ether. The ether extracts are washed with water, d... Reactants: CC(C)(C)OC(=O)N1CCN(CCC(=O)O)CC1, NC(=NO)C1CCCCN1S(=O)(=O)CC1CCCCC1. Yields the product CC(C)(C)OC(=O)N1CCN(CCC(=O)ON=C(N)C2CCCCN2S(=O)(=O)CC2CCCCC2)CC1. RXN SMILES: [C:21]([CH3:22])([CH3:23])([CH3:24])[O:25][C:26](=[O:27])[N:28]1[CH2:29][CH2:30][N:31]([CH2:34][CH2:35][C:36](=[O:37])[OH:38])[CH2:32][CH2:33]1.[CH:1]1([CH2:7][S:8](=[O:9])(=[O:10])[N:11]2[CH:12]([C:17]([NH2:18])=[N:19][OH:20])[CH2:13][CH2:14][CH2:15][CH2:16]2)[CH2:2][CH2:3][CH2:4][CH2:5][CH2:6]1>>[CH:1]1([CH2:7][S:8](=[O:9])(=[O:10])[N:11]2[CH:12]([C:17]([NH2:18])=[N:19][O:20][C:36]([CH2:35][CH2:34][N:31]3[CH2:30][CH2:29][N:28]([C:26]([O:25][C:21]([CH3:22])([CH3:23])[CH3:24])=[O:27])[CH2:33][CH2:32]3)=[O:37])[CH2:13][CH2:14][CH2:15][CH2:16]2)[CH2:2][CH2:3][CH2:4][CH2:5][CH2:6]1. Procedure details: Starting from ethyl 4-(2-cyclopropylmethoxy-4-methoxy-phenyl)-6-methyl-5H-pyrrolo[3,2-d]pyrimidine-7-carboxylate (example D.a5) and commercially available (2-chloromethoxy-ethyl)-trimethyl-silane the title compound is obtained as yellow viscous oil. Starting materials: C1(CC1)COC1=C(C=CC(=C1)OC)C=1C2=C(N=CN1)C(=C(N2)C)C(=O)OCC (ethyl 4-(2-cyclopropylmethoxy-4-methoxy-phenyl)-6-methyl-5H-pyrrolo[3,2-d]pyrimidine-7-carboxylate), ClCOCC[Si](C)(C)C ((2-chloromethoxy-ethyl)-trimethyl-silane). As a reaction SMILES: [CH:1]1([CH2:4][O:5][C:6]2[CH:11]=[C:10]([O:12][CH3:13])[CH:9]=[CH:8][C:7]=2[C:14]2[C:15]3[NH:22][C:21]([CH3:23])=[C:20]([C:24]([O:26][CH2:27][CH3:28])=[O:25])[C:16]=3[N:17]=[CH:18][N:19]=2)[CH2:3][CH2:2]1.Cl[CH2:30][O:31][CH2:32][CH2:33][Si:34]([CH3:37])([CH3:36])[CH3:35]>>[CH:1]1([CH2:4][O:5][C:6]2[CH:11]=[C:10]([O:12][CH3:13])[CH:9]=[CH:8][C:7]=2[C:14]2[C:15]3[N:22]([CH2:30][O:31][CH2:32][CH2:33][Si:34]([CH3:37])([CH3:36])[CH3:35])[C:21]([CH3:23])=[C:20]([C:24]([O:26][CH2:27][CH3:28])=[O:25])[C:16]=3[N:17]=[CH:18][N:19]=2)[CH2:3][CH2:2]1. Yields the product C1(CC1)COC1=C(C=CC(=C1)OC)C=1C2=C(N=CN1)C(=C(N2COCC[Si](C)(C)C)C)C(=O)OCC (Ethyl 4-[2-(cyclopropylmethoxy)-4-methoxyphenyl]-6-methyl-5-{[2-(trimethylsilyl)ethoxy]methyl}-5H-pyrrolo[3,2-d]pyrimidine-7-carboxylate). Starting materials: OC=1C(=C(C2=C(CCC(O2)(C)C=2OC3=C(C2)C=C(C=C3OC)C=O)C1C)C)C (rac-2-(3,4-dihydro-6-hydroxy-2,5,7,8-tetramethyl-2H-1-benzopyran-2-yl)-7-methoxy-5-benzofurancarboxaldehyde), [Na] (sodium). The solvent is C(C)O (ethanol). Run at time 30 minute. Product: OC=1C(=C(C2=C(CCC(O2)(C)C=2OC3=C(C2)C=C(C=C3OC)CO)C1C)C)C (rac-2-(3,4-Dihydro-6-hydroxy-2,5,7,8-tetramethyl-2H-1-benzopyran-2-yl)-7-methoxybenzofuran-5-methanol). RXN SMILES: [OH:1][C:2]1[C:3]([CH3:28])=[C:4]([CH3:27])[C:5]2[O:10][C:9]([C:12]3[O:13][C:14]4[C:20]([O:21][CH3:22])=[CH:19][C:18]([CH:23]=[O:24])=[CH:17][C:15]=4[CH:16]=3)([CH3:11])[CH2:8][CH2:7][C:6]=2[C:25]=1[CH3:26].[Na]>C(O)C>[OH:1][C:2]1[C:3]([CH3:28])=[C:4]([CH3:27])[C:5]2[O:10][C:9]([C:12]3[O:13][C:14]4[C:20]([O:21][CH3:22])=[CH:19][C:18]([CH2:23][OH:24])=[CH:17][C:15]=4[CH:16]=3)([CH3:11])[CH2:8][CH2:7][C:6]=2[C:25]=1[CH3:26] |^1:28|. Procedure: A mixture of 0.2 g of rac-2-(3,4-dihydro-6-hydroxy-2,5,7,8-tetramethyl-2H-1-benzopyran-2-yl)-7-methoxy-5-benzofurancarboxaldehyde and 20 mg of sodium borohyride in 5 ml of ethanol was stirred under nitrogen for 30 minutes. It was partitioned between methylene chloride and saturated aqueous sodium bicarbonate solution. The organic layer was separated, dried over sodium sulfate and evaporated. Crystallization from ether/hexane yielded colorless crystals with m.p. 122°-125°.